From a dataset of the Open Reaction Database (ORD), a public repository of structured organic reaction records. describe an organic reaction: reactants, conditions, products, and yield Reactants: CN (methylamine), C(C)S(=O)(=O)CCCl (chloroethyl ethyl sulfone). Run in C1(=CC=CC=C1)C (toluene). Conditions: temperature 50 celsius, time 3 hour. Product: CNCCS(=O)(=O)CC (Ethyl β-methylaminoethyl sulfone). Reaction SMILES: [CH3:1][NH2:2].[CH2:3]([S:5]([CH2:8][CH2:9]Cl)(=[O:7])=[O:6])[CH3:4]>C1(C)C=CC=CC=1>[CH3:1][NH:2][CH2:9][CH2:8][S:5]([CH2:3][CH3:4])(=[O:7])=[O:6]. Reported procedure: Gaseous methylamine is passed to saturation (about 30 min) into a solution of 15.7 g of chloroethyl ethyl sulfone in 100 ml of toluene at an internal temperature of 50° C. The mixture is stirred at 50° C. for 3 h, the precipitate is filtered off with suction, and the filtrate is concentrated in a rotary evaporator. The remaining yellow mobile liquid (12.3 g) is reacted without further purification. The reactants are OCC#Cc1ccc(Br)cn1, CC(=O)O, c1ccncc1. Yields the product OCCCc1ccc(Br)cn1. Reaction SMILES: [Br:1][c:2]1[cH:3][cH:4][c:5]([C:8]#[C:9][CH2:10][OH:11])[n:6][cH:7]1.[CH3:12][C:13](=[O:14])[OH:15].[cH:16]1[cH:17][cH:18][n:19][cH:20][cH:21]1>>[Br:1][c:2]1[cH:3][cH:4][c:5]([CH2:8][CH2:9][CH2:10][OH:11])[n:6][cH:7]1. Starting materials: BrCCCBr, C1CCOC1, [H-], [Na+], c1ccc2c(c1)[nH]c1ccccc12. Yields the product BrCCCn1c2ccccc2c2ccccc21. As a reaction SMILES: [Br:16][CH2:17][CH2:18][CH2:19][Br:20].[CH2:21]1[O:22][CH2:23][CH2:24][CH2:25]1.[H-:15].[Na+:14].[cH:1]1[cH:2][cH:3][c:4]2[c:5]([cH:6]1)[nH:7][c:8]1[cH:9][cH:10][cH:11][cH:12][c:13]21>>[cH:1]1[cH:2][cH:3][c:4]2[c:5]([cH:6]1)[n:7]([CH2:19][CH2:18][CH2:17][Br:16])[c:8]1[cH:9][cH:10][cH:11][cH:12][c:13]21. The reactants are C1CC1(C(=O)O)N (ACPC), ClC(=O)OC(C(C)C)Cl (1-chloro-2-methylpropyl chloroformate), CCN(C(C)C)C(C)C (DIEA), C1(=CC=CC=C1)CC(=O)O (phenylacetic acid), Cl[Si](C)(C)C (chlorotrimethylsilane), CCN(C(C)C)C(C)C (DIEA). The solvent is C(Cl)(Cl)Cl (chloroform). Yields the product C1(=CC=CC=C1)CC(=O)OCCOC(=O)NC1(CC1)C(=O)O (1-{[(2-Phenylacetyloxy)ethoxy]carbonylamino}cyclopropanecarboxylic Acid). The yield is 18.6%. Reaction SMILES: [CH2:1]1[C:3]([NH2:7])([C:4]([OH:6])=[O:5])[CH2:2]1.Cl[Si](C)(C)C.CCN(C(C)C)C(C)C.Cl[C:23]([O:25][CH:26](Cl)[CH:27](C)C)=[O:24].[C:31]1([CH2:37][C:38]([OH:40])=[O:39])[CH:36]=[CH:35][CH:34]=[CH:33][CH:32]=1>C(Cl)(Cl)Cl>[C:31]1([CH2:37][C:38]([O:40][CH2:27][CH2:26][O:25][C:23]([NH:7][C:3]2([C:4]([OH:6])=[O:5])[CH2:2][CH2:1]2)=[O:24])=[O:39])[CH:36]=[CH:35][CH:34]=[CH:33][CH:32]=1. Procedure details: Following the general procedure for the one pot synthesis, ACPC (1.02 g, 9.8 mmol) was reacted with chlorotrimethylsilane (2.48 mL, 19.7 mmol) in anhydrous chloroform in the presence of DIEA (3.64 mL, 19.7 mmol). Subsequent reaction of the intermediate with 1-chloro-2-methylpropyl chloroformate (1.6 mL, 14.8 mmol) followed by a mixture of DIEA (3.64 mL, 19.7 mmol) and phenylacetic acid (2.6 g, 19.7 mmol) provided 0.560 g (14.4% yield) the title compound (20) as a yellow solid after aqueous work-...